Dataset: the Open Reaction Database (ORD), a public repository of structured organic reaction records. Task: describe an organic reaction: reactants, conditions, products, and yield The reactants are O=C([O-])O, CCOP(=O)(CC#N)OCC, Cn1cc2c3c(c(Cl)cc2n1)CCC3=O, [H-], [Na+], [Na+], C1CCOC1. The product is Cn1cc2c3c(c(Cl)cc2n1)CCC3=CC#N. Reaction SMILES: [C:34](=[O:35])([O-:36])[OH:37].[C:3](#[N:4])[CH2:5][P:6](=[O:7])([O:8][CH2:9][CH3:10])[O:11][CH2:12][CH3:13].[Cl:14][c:15]1[c:16]2[c:17]([c:18]3[cH:19][n:20]([CH3:24])[n:21][c:22]3[cH:23]1)[C:25](=[O:28])[CH2:26][CH2:27]2.[H-:1].[Na+:2].[Na+:38].[O:29]1[CH2:30][CH2:31][CH2:32][CH2:33]1>>[C:3](#[N:4])[CH:5]=[C:25]1[c:17]2[c:16]([c:15]([Cl:14])[cH:23][c:22]3[c:18]2[cH:19][n:20]([CH3:24])[n:21]3)[CH2:27][CH2:26]1. The reactants are ClC\C=C/CCl (cis-1,4-dichlorobut-2-ene), C(C)(=O)NC#N.[Na] (sodium acetylcyanamide). Solvent: CC(=O)N(C)C (dimethylacetamide). Yields the product C(C)(=O)N(C#N)C\C=C/CN(C(C)=O)C#N (cis-1,4-Bis-(N-acetyl-N-cyanoamino)-but-2-ene). RXN SMILES: Cl[CH2:2]/[CH:3]=[CH:4]\[CH2:5]Cl.[C:7]([NH:10][C:11]#[N:12])(=[O:9])[CH3:8].[Na]>CC(N(C)C)=O>[C:7]([N:10]([CH2:2]/[CH:3]=[CH:4]\[CH2:5][N:10]([C:11]#[N:12])[C:7](=[O:9])[CH3:8])[C:11]#[N:12])(=[O:9])[CH3:8] |f:1.2,^1:12|. Reported procedure: 25.0 g (0.2 mol) of cis-1,4-dichlorobut-2-ene and 46.7 g (0.4 mol+10% excess) of sodium acetylcyanamide are reacted in 80 ml of dimethylacetamide at 70°-88° C. for 4 hours. The reaction mixture is then filtered with suction, the filtrate is introduced into 400 g of ice and the resulting suspension is filtered. The residue is dried over phosphorus pentoxide at room temperature under 0.13 mbar to give 29.4 g (66.7% of theory) of the desired compound, which has a melting point of 73.8°-75.2° C. The reactants are C[Si](C)(C)CCOCn1nc(I)c2cc(Br)cnc21, C1CCOC1, CC#N, CC1(C)OB(c2ccccc2OC(F)F)OC1(C)C, [Na+], [Na+], O=C([O-])[O-]. Product: C[Si](C)(C)CCOCn1nc(-c2ccccc2OC(F)F)c2cc(Br)cnc21. Reaction SMILES: [Br:20][c:21]1[cH:22][c:23]2[c:24]([n:25][cH:26]1)[n:27]([CH2:31][O:32][CH2:33][CH2:34][Si:35]([CH3:36])([CH3:37])[CH3:38])[n:28][c:29]2[I:30].[CH2:48]1[O:49][CH2:50][CH2:51][CH2:52]1.[CH3:45][C:46]#[N:47].[F:1][CH:2]([O:3][c:4]1[c:5]([B:10]2[O:11][C:12]([CH3:13])([CH3:14])[C:15]([CH3:16])([CH3:17])[O:18]2)[cH:6][cH:7][cH:8][cH:9]1)[F:19].[Na+:39].[Na+:40].[O-:41][C:42](=[O:43])[O-:44]>>[F:1][CH:2]([O:3][c:4]1[c:5](-[c:29]2[c:23]3[cH:22][c:21]([Br:20])[cH:26][n:25][c:24]3[n:27]([CH2:31][O:32][CH2:33][CH2:34][Si:35]([CH3:36])([CH3:37])[CH3:38])[n:28]2)[cH:6][cH:7][cH:8][cH:9]1)[F:19]. The reactants are I[Si](C)(C)C (Iodotrimethylsilane), C(C)OP(OCC)(=O)COC1=CC=C(C=C1)C1=C2C=CC=CC2=CC2=C1C1=C(S2)C=CC=C1 ([4-(benzo[b]naphtho [2,3-d]thiophen-11-yl)-phenoxymethyl]-phosphonic acid diethyl ester). The solvent is C(Cl)Cl (methylene chloride). Conditions: time 1 hour. The product is C1=CC=CC=2SC3=C(C21)C(=C2C=CC=CC2=C3)C3=CC=C(OCP(O)(O)=O)C=C3 ([4-(Benzo[b]naphtho[2,3-d]thiophen-11-yl)-phenoxymethyl]-phosphonic acid). Yield: 84.5%. RXN SMILES: I[Si](C)(C)C.C([O:8][P:9]([CH2:14][O:15][C:16]1[CH:21]=[CH:20][C:19]([C:22]2[C:31]3[C:32]4[CH:38]=[CH:37][CH:36]=[CH:35][C:33]=4[S:34][C:30]=3[CH:29]=[C:28]3[C:23]=2[CH:24]=[CH:25][CH:26]=[CH:27]3)=[CH:18][CH:17]=1)(=[O:13])[O:10]CC)C>C(Cl)Cl>[CH:38]1[C:32]2[C:31]3[C:22]([C:19]4[CH:20]=[CH:21][C:16]([O:15][CH2:14][P:9](=[O:8])([OH:10])[OH:13])=[CH:17][CH:18]=4)=[C:23]4[C:28](=[CH:29][C:30]=3[S:34][C:33]=2[CH:35]=[CH:36][CH:37]=1)[CH:27]=[CH:26][CH:25]=[CH:24]4. Procedure details: Iodotrimethylsilane (0.78 mL, 5.49 mmol) was added to a 0-5° C., stirred solution of [4-(benzo[b]naphtho [2,3-d]thiophen-11-yl)-phenoxymethyl]-phosphonic acid diethyl ester (0.871 g, 1.83 mmol) in methylene chloride (24 mL) under a try N2 atmosphere over a period of 10 min. After 1 h, the solution was quenched with water (0.6 mL), 10% aqueous sodium carbonate (100 mL) was added and mixture was washed with methylene chloride. The aqueous layer was acidified with 10% aqueous HCl. The solid was fil... The reactants are CC(C)([O-])C.[K+] (Potassium tert. butoxide), Cl (hydrochloric acid), ClC1=C(C=C2CC(C(C2=C1Cl)=O)(C)C1CCCC1)CC(=O)N ((+)-(6,7-dichloro-2-cyclopentyl-2,3-dihydro-2-methyl-1-oxo-1H-inden-5-yl)acetamide), C(C(=O)OCC)(=O)OCC (diethyl oxalate). The solvent is CN(C=O)C (dimethylformamide), O (water). Yields the product ClC1=C(C=C2CC(C(C2=C1Cl)=O)(C)C1CCCC1)C=1C(NC(C1O)=O)=O ((+)3-(6,7-dichloro-2-cyclopentyl-2,3-dihydro-2-methyl-1-oxo-1H-inden-5-yl)-4-hydroxy-1H-pyrrole-2,5-dione). RXN SMILES: [Cl:1][C:2]1[C:10]([Cl:11])=[C:9]2[C:5]([CH2:6][C:7]([CH:14]3[CH2:18][CH2:17][CH2:16][CH2:15]3)([CH3:13])[C:8]2=[O:12])=[CH:4][C:3]=1[CH2:19][C:20]([NH2:22])=[O:21].[C:23](OCC)(=[O:29])[C:24](OCC)=[O:25].CC(C)([O-])C.[K+].Cl>CN(C)C=O.O>[Cl:1][C:2]1[C:10]([Cl:11])=[C:9]2[C:5]([CH2:6][C:7]([CH:14]3[CH2:18][CH2:17][CH2:16][CH2:15]3)([CH3:13])[C:8]2=[O:12])=[CH:4][C:3]=1[C:19]1[C:20](=[O:21])[NH:22][C:24](=[O:25])[C:23]=1[OH:29] |f:2.3|. Procedure: In a nitrogen atmosphere, (+)-(6,7-dichloro-2-cyclopentyl-2,3-dihydro-2-methyl-1-oxo-1H-inden-5-yl)acetamide (19.8 g., 0.0582 mole) and diethyl oxalate (9.14 g., 0.626 mole) are dissolved in dimethylformamide (100 ml.) and stirred in an ice bath. Potassium tert. butoxide (15.2 g, 0.136 mole) is added in two portions at a 10 minute interval. The reaction mixture is stirred at 25° C. for 18 hours, poured into water (600 ml) acidified with hydrochloric acid, extracted with ether, washed with water ... Starting materials: C(C)(C)(C)OC(=O)N1CCC(C2=CC=CC=C12)=O (1-tert-butyloxycarbonyl-1,2,3,4-tetrahydro-4-quinolinone), C[Mg]Br (methylmagnesium bromide), CCOCC (ether), hexanes ethyl acetate. Solvent: C1CCOC1 (THF). Run at temperature 0 celsius, time 1 hour. The product is C(C)(C)(C)OC(=O)N1CCC(C2=CC=CC=C12)(C)O (1-tert-butyloxycarbonyl-1,2,3,4-tetrahydro-4-hydroxy-4-methylquinoline). Yield: 66.0%. Reaction SMILES: [C:1]([O:5][C:6]([N:8]1[C:17]2[C:12](=[CH:13][CH:14]=[CH:15][CH:16]=2)[C:11](=[O:18])[CH2:10][CH2:9]1)=[O:7])([CH3:4])([CH3:3])[CH3:2].[CH3:19][Mg]Br.CCOCC>C1COCC1>[C:1]([O:5][C:6]([N:8]1[C:17]2[C:12](=[CH:13][CH:14]=[CH:15][CH:16]=2)[C:11]([OH:18])([CH3:19])[CH2:10][CH2:9]1)=[O:7])([CH3:4])([CH3:2])[CH3:3]. Procedure: To a solution of 1-tert-butyloxycarbonyl-1,2,3,4-tetrahydro-4-quinolinone (170 mg, 0.687 mmol) in THF (5 mL) at 0° C. was added 3.0 M methylmagnesium bromide in ether (688 mL, 2.1 mmol). The reaction mixture was stirred at 0° C. for 1 h then quenched with water (2 mL), extracted with ethyl acetate (2×10 mL), dried (Na2SO4) and the solvent was removed in vacuo to give an oil that was subjected to flash chromatography (silica gel, hexanes/ethyl acetate, 7:3) to afford 120 mg (66%) of 1-tert-butylo...